From a dataset of the Open Reaction Database (ORD), a public repository of structured organic reaction records. describe an organic reaction: reactants, conditions, products, and yield Reactants: COC(=O)C=1C(=NOC1C)C1=CC(=CC=C1)C(F)(F)F (methyl-5-methyl-3-(3-(trifluoromethyl)phenyl)isoxazol-4-carboxylate), [OH-].[Na+] (sodium hydroxide). Solvent: CO (methanol). The product is CC1=C(C(=NO1)C1=CC(=CC=C1)C(F)(F)F)C(=O)O (5-methyl-3-(3-(trifluoromethyl)phenyl)isoxazol-4-carboxylic acid). The yield is 94.2%. RXN SMILES: C[O:2][C:3]([C:5]1[C:6]([C:11]2[CH:16]=[CH:15][CH:14]=[C:13]([C:17]([F:20])([F:19])[F:18])[CH:12]=2)=[N:7][O:8][C:9]=1[CH3:10])=[O:4].[OH-].[Na+]>CO>[CH3:10][C:9]1[O:8][N:7]=[C:6]([C:11]2[CH:16]=[CH:15][CH:14]=[C:13]([C:17]([F:20])([F:18])[F:19])[CH:12]=2)[C:5]=1[C:3]([OH:4])=[O:2] |f:1.2|. Procedure details: In a similar manner as described in Preparation Example 25, by using methanol (60 mL), methyl-5-methyl-3-(3-(trifluoromethyl)phenyl)isoxazol-4-carboxylate (6.0 g, 21.03 mmol) and 3% sodium hydroxide aqueous solution (60 mL), a white solid required compound (5.37 g, 19.80 mmol, 94%) was obtained. Yields the product CN1C(N(C=2N=C(NC2C1=O)CCC)C1=CC=CC=C1)=O (3,7-dihydro-1-methyl-3-phenyl-8-propyl-1H-purine-2,6-dione). Starting materials: NC=1C(N(C(N(C1N)C1=CC=CC=C1)=O)C)=O (5,6-diamino-3-methyl-1-phenyl-2,4-(1H, 3H)-pyrimidinedione). RXN SMILES: [NH2:1][C:2]1[C:3](=[O:17])[N:4]([CH3:16])[C:5](=[O:15])[N:6]([C:9]2[CH:14]=[CH:13][CH:12]=[CH:11][CH:10]=2)[C:7]=1[NH2:8]>C(OC(=O)CCC)(=O)CCC>[CH3:16][N:4]1[C:3](=[O:17])[C:2]2[NH:1][C:14]([CH2:9][CH2:10][CH3:11])=[N:8][C:7]=2[N:6]([C:9]2[CH:14]=[CH:13][CH:12]=[CH:11][CH:10]=2)[C:5]1=[O:15]. Procedure details: A solution of 3 g of 5,6-diamino-3-methyl-1-phenyl-2,4-(1H, 3H)-pyrimidinedione XVIII in 25 ml of butyric anhydride was refluxed for 16 hours. After cooling, grey crystals were filtered off and recrystallized from 100 ml of ethanol. Yield 1.1 g NMR. Solvent: C(CCC)(=O)OC(CCC)=O (butyric anhydride). Yield: 205.6%. Conditions: temperature 25 celsius, time 78 hour. Reported procedure: (E)-4-Oxo-but-2-enoic acid ethyl ester (2.7 mL, 22.99 mmol), 2-nitro benzoic acid (0.648 g, 3.83 mmol), and pyrrolidine (0.31 mL, 3.83 mmol) were added simultaneously to a solution of commercially available 3-chloro-2-hydroxy-benzaldehyde (5.0 g, 19.16 mmol) in dimethysulfoxide (20 mL) at 25° C. and the solution was stirred for 78 hours at 25° C. The reaction was quenched by the addition of water. The reaction mixture was then partitioned between water and ethyl acetate. The combined organics we... Product: C(C)OC(=O)C1OC2=CC=CC(=C2C=C1C=O)Cl (5-chloro-3-formyl-2H-chromene-2-carboxylic acid ethyl ester). Solvent: CS(=O)C (dimethysulfoxide). Starting materials: C(C)OC(\C=C\C=O)=O ((E)-4-Oxo-but-2-enoic acid ethyl ester), [N+](=O)([O-])C1=C(C(=O)O)C=CC=C1 (2-nitro benzoic acid), N1CCCC1 (pyrrolidine), ClC=1C(=C(C=O)C=CC1)O (3-chloro-2-hydroxy-benzaldehyde). As a reaction SMILES: [CH2:1]([O:3][C:4](=[O:9])/[CH:5]=[CH:6]/[CH:7]=[O:8])[CH3:2].[N+](C1C=CC=CC=1C(O)=O)([O-])=[O:11].N1[CH2:26][CH2:25][CH2:24][CH2:23]1.[Cl:27][C:28]1C(O)=C(C=[CH:34][CH:35]=1)C=O>CS(C)=O>[CH2:1]([O:3][C:4]([CH:5]1[C:6]([CH:7]=[O:8])=[CH:34][C:35]2[C:23](=[CH:24][CH:25]=[CH:26][C:28]=2[Cl:27])[O:11]1)=[O:9])[CH3:2]. The reactants are C(C)(=O)OC(C)=O (Acetic anhydride), C1=CC=C2C(=C1)C(=O)C3=C(C2=O)C(=C(C=C3)O)O (Alizarin), Cl (hydrochloric acid). Solvent: N1=CC=CC=C1 (Pyridine), N1=CC=CC=C1 (Pyridine). Conditions: time 16 hour. Product: CC(=O)OC=1C=CC2=C(C1O)C(=O)C=3C=CC=CC3C2=O (Alizarin-2-acetate). Reaction SMILES: [CH:1]1[CH:6]=[C:5]2[C:7]([C:9]3[CH:16]=[CH:15][C:14]([OH:17])=[C:13]([OH:18])[C:10]=3[C:11](=[O:12])[C:4]2=[CH:3][CH:2]=1)=[O:8].[C:19](OC(=O)C)(=[O:21])[CH3:20].Cl>N1C=CC=CC=1>[CH3:20][C:19]([O:17][C:14]1[CH:15]=[CH:16][C:9]2[C:7](=[O:8])[C:5]3[CH:6]=[CH:1][CH:2]=[CH:3][C:4]=3[C:11](=[O:12])[C:10]=2[C:13]=1[OH:18])=[O:21]. Procedure: This substrate was prepared using a method familiar to those skilled in the art. Two grams of Alizarin were dissolved in 5 ml of Pyridine and treated with a mixture of 2.5 ml of Acetic anhydride and 5 ml of Pyridine. After 16 hours at room temperature, the yellow solution was poured into 100 ml of hydrochloric acid containing ice. The precipitated Acetate was recovered by filtration with aspiration and then washed in water. Recrystallization from Acetone yielded 1.4 g of Alizarin-2-acetate in th... Starting materials: [N+](=O)([O-])C=1C2=CN(N=C2C=CC1)CCN1CCCC1 (4-Nitro-2-(2-pyrrolidin-1-yl-ethyl)-2H-indazole), [Cl-].[NH4+] (ammonium chloride). The reagents and catalysts are [Fe] (iron). The solvent is C(C)O.O (ethanol H2O). Run at time 15 minute. Yields the product N1(CCCC1)CCN1N=C2C=CC=C(C2=C1)N (2-(2-pyrrolidin-1-yl-ethyl)-2H-indazol-4-ylamine). RXN SMILES: [N+:1]([C:4]1[C:5]2[C:9]([CH:10]=[CH:11][CH:12]=1)=[N:8][N:7]([CH2:13][CH2:14][N:15]1[CH2:19][CH2:18][CH2:17][CH2:16]1)[CH:6]=2)([O-])=O.[Cl-].[NH4+]>[Fe].C(O)C.O>[N:15]1([CH2:14][CH2:13][N:7]2[CH:6]=[C:5]3[C:9]([CH:10]=[CH:11][CH:12]=[C:4]3[NH2:1])=[N:8]2)[CH2:16][CH2:17][CH2:18][CH2:19]1 |f:1.2,4.5|. Procedure details: 4-Nitro-2-(2-pyrrolidin-1-yl-ethyl)-2H-indazole (1.20 g, 4.62 mmol), iron powder (2.60 g, 46.6 mmol) and ammonium chloride (0.125 g, 2.34 mmol) was suspended in a 4:1 ethanol/H2O solution. The mixture was heated to reflux for 3 hours, cooled to room temperature and the solvent removed in vacuo. The residue was stirred in triethylamine/ethyl acetate (1/4, 30 mL) for 15 minutes and filtered through a plug of silica gel. After rinsing with triethylamine/ethyl acetate (1/4), the filtrate was concent... Reported procedure: To a round bottom flask was added 2-(tert-butoxycarbonylamino)-3,3-dimethylpent-4-enoic acid (120 mg, 0.493 mmol), N-allylaniline (0.134 mL, 0.986 mmol), EtOAc (5 mL) and Hunig's Base (0.258 mL, 1.48 mmol). The reaction mixture was cooled to 0° C. 1-propanephosphonic acid cyclic anhydride (314 mg, 0.986 mmol) was added and the reaction was stirred at 0° C. for 5 min and then at rt for 3 days. The reaction mixture was diluted with EtOAc (20 mL) and washed with water (10 mL) and saturated aqueous ... Reaction SMILES: [C:1]([O:5][C:6]([NH:8][CH:9]([C:13]([CH3:17])([CH3:16])[CH:14]=[CH2:15])[C:10]([OH:12])=O)=[O:7])([CH3:4])([CH3:3])[CH3:2].[CH2:18]([NH:21][C:22]1[CH:27]=[CH:26][CH:25]=[CH:24][CH:23]=1)[CH:19]=[CH2:20].CCN(C(C)C)C(C)C.CCCP1(OP(CCC)(=O)OP(CCC)(=O)O1)=O>CCOC(C)=O>[CH2:18]([N:21]([C:22]1[CH:27]=[CH:26][CH:25]=[CH:24][CH:23]=1)[C:10](=[O:12])[CH:9]([NH:8][C:6](=[O:7])[O:5][C:1]([CH3:2])([CH3:3])[CH3:4])[C:13]([CH3:17])([CH3:16])[CH:14]=[CH2:15])[CH:19]=[CH2:20]. Run at temperature 0 celsius, time 5 minute. The yield is 40.6%. The product is C(C=C)N(C(C(C(C=C)(C)C)NC(OC(C)(C)C)=O)=O)C1=CC=CC=C1 (tert-butyl 1-(allyl(phenyl)amino)-3,3-dimethyl-1-oxopent-4-en-2-ylcarbamate). The solvent is CCOC(=O)C (EtOAc), CCOC(=O)C (EtOAc). Starting materials: CCCP1(=O)OP(=O)(OP(=O)(O1)CCC)CCC (1-propanephosphonic acid cyclic anhydride), C(C)(C)(C)OC(=O)NC(C(=O)O)C(C=C)(C)C (2-(tert-butoxycarbonylamino)-3,3-dimethylpent-4-enoic acid), C(C=C)NC1=CC=CC=C1 (N-allylaniline), CCN(C(C)C)C(C)C (Hunig's Base).